Dataset: the Open Reaction Database (ORD), a public repository of structured organic reaction records. Task: describe an organic reaction: reactants, conditions, products, and yield The product is C1(=CC=CC=C1)C1(CCNCC1)COC(C)C1=NC(=CC(=C1)C(F)(F)F)C(F)(F)F (2-(1-((4-phenylpiperidin-4-yl)methoxy)ethyl)-4,6-bis(trifluoromethyl)pyridine). Solvent: CN(C=O)C (dimethylformamide). RXN SMILES: Br[C:2]1[N:7]=[C:6]([CH:8]([O:10][CH2:11][C:12]2([C:25]3[CH:30]=[CH:29][CH:28]=[CH:27][CH:26]=3)[CH2:17][CH2:16][N:15](C(OC(C)(C)C)=O)[CH2:14][CH2:13]2)[CH3:9])[CH:5]=[C:4]([C:31]([F:34])([F:33])[F:32])[CH:3]=1.C[Si](C)(C)[C:37]([F:40])([F:39])[F:38].[F-].[K+].CN1CCCC1=O>CN(C)C=O.[Cu]I>[C:25]1([C:12]2([CH2:11][O:10][CH:8]([C:6]3[CH:5]=[C:4]([C:31]([F:34])([F:33])[F:32])[CH:3]=[C:2]([C:37]([F:40])([F:39])[F:38])[N:7]=3)[CH3:9])[CH2:13][CH2:14][NH:15][CH2:16][CH2:17]2)[CH:26]=[CH:27][CH:28]=[CH:29][CH:30]=1 |f:2.3|. Yield: 18.0%. Reactants: BrC1=CC(=CC(=N1)C(C)OCC1(CCN(CC1)C(=O)OC(C)(C)C)C1=CC=CC=C1)C(F)(F)F (Tert-butyl 4-((1-(6-bromo-4-(trifluoromethyl)pyridin-2-yl)ethoxy)methyl)-4-phenylpiperidine-1-carboxylate), CN1C(CCC1)=O (N-Methyl-2-pyrrolidinone), C[Si](C(F)(F)F)(C)C (trimethyl(trifluoromethyl)silane), [F-].[K+] (potassium fluoride). Procedure: Tert-butyl 4-((1-(6-bromo-4-(trifluoromethyl)pyridin-2-yl)ethoxy)methyl)-4-phenylpiperidine-1-carboxylate (100 mg, 0.18 mmol), trimethyl(trifluoromethyl)silane (70 mg, 0.46 mmol), potassium fluoride (70 mg, 1.2 mmol) and Copper(I) Iodide (100 mg, 0.525 mmol) were combined in dry dimethylformamide (1 mL) and dry N-Methyl-2-pyrrolidinone (1 mL) in a sealed tube. The mixture was heated to 110° C. for 2 hours. After cooling the reaction mixture was quenched with the addition of ammonia hydroxide (6M... Reaction conditions: temperature 110 celsius. The reagents and catalysts are [Cu]I (Copper(I) Iodide). Reactants: [Ag]=O (silver oxide), [Ag]=O (silver oxide), C(CCCCCC(C)(C)C)(=O)O (neodecanoic acid). Reagents/catalysts: OO (hydrogen peroxide). Run in C(C)O (ethanol). Product: [Ag] (silver), C(CCCCCC(C)(C)C)(=O)[O-].[Ag+] (silver neodecanoate). Reaction SMILES: [Ag:1]=O.[C:3]([OH:14])(=[O:13])[CH2:4][CH2:5][CH2:6][CH2:7][CH2:8][C:9]([CH3:12])([CH3:11])[CH3:10]>OO.C(O)C>[Ag:1].[C:3]([O-:14])(=[O:13])[CH2:4][CH2:5][CH2:6][CH2:7][CH2:8][C:9]([CH3:10])([CH3:11])[CH3:12].[Ag+:1] |f:5.6|. Reported procedure: A silver impregnating solution is prepared by reacting 80 gm of silver oxide with a solution of 240 gm of prime grade neodecanoic acid from Exxon Chemical Co. and 80 gm of absolute denatured ethanol from Ashland Chemical Co. The silver oxide was added over a period of 25 minutes. Thirty drops of 30% hydrogen peroxide was added to clear the solution. The solution was evaporated until a concentration of 23.2 wt % silver was reached. For each mol of silver neodecanoate formed, 3 mols of free neodec...